From a dataset of the Open Reaction Database (ORD), a public repository of structured organic reaction records. describe an organic reaction: reactants, conditions, products, and yield Starting materials: [Cl-].[Na+] (sodium chloride), O (water), CS(=O)C (dimethyl sulfoxide), C(=O)(OC)C1C(CCC(C1)(C1=CC(=C(C=C1)OC)OC1CCCC1)C#N)=O (2-carbomethoxy-4-cyano-4-(3-cyclopentyloxy-4-methoxyphenyl)cyclohexane-1-one). Run in C(C)(C)O (isopropanol). Run at temperature 155 celsius, time 1 hour. The product is C(#N)C1(CCC(CC1)=O)C1=CC(=C(C=C1)OC)OC1CCCC1 (4-cyano-4-(3-cyclopentyloxy-4-methoxyphenyl)cyclohexan-1-one). Reaction SMILES: [Cl-].[Na+].O.CS(C)=O.C([CH:12]1[CH2:17][C:16]([C:32]#[N:33])([C:18]2[CH:23]=[CH:22][C:21]([O:24][CH3:25])=[C:20]([O:26][CH:27]3[CH2:31][CH2:30][CH2:29][CH2:28]3)[CH:19]=2)[CH2:15][CH2:14][C:13]1=[O:34])(OC)=O>C(O)(C)C>[C:32]([C:16]1([C:18]2[CH:23]=[CH:22][C:21]([O:24][CH3:25])=[C:20]([O:26][CH:27]3[CH2:31][CH2:30][CH2:29][CH2:28]3)[CH:19]=2)[CH2:17][CH2:12][C:13](=[O:34])[CH2:14][CH2:15]1)#[N:33] |f:0.1|. Procedure: To a suspension of sodium chloride (315 g, 5.39 mol) and deionized water (315 mL) was added the dimethyl sulfoxide (4.2 L) solution of 2-carbomethoxy-4-cyano-4-(3-cyclopentyloxy-4-methoxyphenyl)cyclohexane-1-one (323 g, 0.87 mol) and the resulting suspension was heated to 155° C. for 1.75 h. The reaction was cooled to 40° C., was quenched into 8 L of iced water (2° C.) and was extracted with ethyl acetate (3.5 L). The aqueous layer was isolated and re-extracted with 2.5 L of ethyl acetate. The c... Reactants: C(C)N(CCCCl)CC (3-(diethylamino)propylchloride), C(C)N(CCCCl)CC (3-(diethylamino)propylchloride), ice water, C([O-])([O-])=O.[K+].[K+] (potassium carbonate), N1C=C(C2=CC=CC=C12)CC(=O)OCC1=CC=CC=C1 (phenylmethyl 1H-indole-3-acetate). Run in CN(C=O)C (dimethylformamid), CN(C=O)C (dimethylformamide). Run at temperature 50 celsius, time 8 hour. Yields the product C(C)N(CCCN1C=C(C2=CC=CC=C12)CC(=O)OCC1=CC=CC=C1)CC (Phenylmethyl 1-[3-(diethylamino)propyl]-1H-indole-3-acetate). Reaction SMILES: C(=O)([O-])[O-].[K+].[K+].[NH:7]1[C:15]2[C:10](=[CH:11][CH:12]=[CH:13][CH:14]=2)[C:9]([CH2:16][C:17]([O:19][CH2:20][C:21]2[CH:26]=[CH:25][CH:24]=[CH:23][CH:22]=2)=[O:18])=[CH:8]1.[CH2:27]([N:29]([CH2:34][CH3:35])[CH2:30][CH2:31][CH2:32]Cl)[CH3:28]>CN(C)C=O>[CH2:27]([N:29]([CH2:34][CH3:35])[CH2:30][CH2:31][CH2:32][N:7]1[C:15]2[C:10](=[CH:11][CH:12]=[CH:13][CH:14]=2)[C:9]([CH2:16][C:17]([O:19][CH2:20][C:21]2[CH:26]=[CH:25][CH:24]=[CH:23][CH:22]=2)=[O:18])=[CH:8]1)[CH3:28] |f:0.1.2|. Procedure details: At a temperature of about +50° C., 6.2 g (44.9 mMol) of potassium carbonate were added to a solution of 4.0 g (15.1 mMol) of phenylmethyl 1H-indole-3-acetate in 40 ml of dimethylformamide and then at the same temperature a solution of 3.0 g (20.0 mMol) of 3-(diethylamino)propylchloride in 5 ml of dimethylformamid were added dropwise. The mixture was stirred for a further hour at 50° C. and overnight at ambient temperature, heated up to 100° C. again and once more 1.0 g of 3-(diethylamino)propylc... The reactants are CCOC(=O)C1CCN(c2nc(NCc3ccc(OC)c(Cl)c3)c3cc(C#N)ccc3n2)CC1, CCO, Cl, [Na+], C1CCOC1, [OH-], O. Product: COc1ccc(CNc2nc(N3CCC(C(=O)O)CC3)nc3ccc(C#N)cc23)cc1Cl. As a reaction SMILES: [CH2:8]([CH3:9])[O:10][C:11](=[O:12])[CH:13]1[CH2:14][CH2:15][N:16]([c:19]2[n:20][c:21]3[cH:22][cH:23][c:24]([C:40]#[N:41])[cH:25][c:26]3[c:27]([NH:29][CH2:30][c:31]3[cH:32][c:33]([Cl:39])[c:34]([O:37][CH3:38])[cH:35][cH:36]3)[n:28]2)[CH2:17][CH2:18]1.[CH3:44][CH2:45][OH:46].[ClH:42].[Na+:7].[O:1]1[CH2:2][CH2:3][CH2:4][CH2:5]1.[OH-:6].[OH2:43]>>[O:10]=[C:11]([OH:12])[CH:13]1[CH2:14][CH2:15][N:16]([c:19]2[n:20][c:21]3[cH:22][cH:23][c:24]([C:40]#[N:41])[cH:25][c:26]3[c:27]([NH:29][CH2:30][c:31]3[cH:32][c:33]([Cl:39])[c:34]([O:37][CH3:38])[cH:35][cH:36]3)[n:28]2)[CH2:17][CH2:18]1. Starting materials: COC=1C=C(C(=O)C(C)N2CCC(CC2)N2C(OC3=C(C2)C=CC=C3)=O)C=CC1OC (1-[1 -(3,4-Dimethoxybenzoyl)-ethyl]-4-(2-oxo-3,4-dihydro-2H-1,3-benzoxazin-3-yl)-piperidine), [BH4-].[Na+] (sodium borohydride). Run in CO (methanol). Conditions: time 1 hour. Product: COC=1C=C(C=CC1OC)C(C(C)N1CCC(CC1)N1C(OC2=C(C1)C=CC=C2)=O)O (1-[3-(3,4-Dimethoxyphenyl)-3-hydroxypropan-2-yl]-4-(2-oxo-3,4-dihydro-2H-1,3-benzoxazin-3-yl)-piperidine). Isolated yield 59.4%. As a reaction SMILES: [CH3:1][O:2][C:3]1[CH:4]=[C:5]([CH:27]=[CH:28][C:29]=1[O:30][CH3:31])[C:6]([CH:8]([N:10]1[CH2:15][CH2:14][CH:13]([N:16]2[CH2:21][C:20]3[CH:22]=[CH:23][CH:24]=[CH:25][C:19]=3[O:18][C:17]2=[O:26])[CH2:12][CH2:11]1)[CH3:9])=[O:7].[BH4-].[Na+]>CO>[CH3:1][O:2][C:3]1[CH:4]=[C:5]([CH:6]([OH:7])[CH:8]([N:10]2[CH2:11][CH2:12][CH:13]([N:16]3[CH2:21][C:20]4[CH:22]=[CH:23][CH:24]=[CH:25][C:19]=4[O:18][C:17]3=[O:26])[CH2:14][CH2:15]2)[CH3:9])[CH:27]=[CH:28][C:29]=1[O:30][CH3:31] |f:1.2|. Reported procedure: In this example, 2.8 g of 1-[1-(3,4-dimethoxybenzoyl)-ethyl]-4-(2-oxo-3,4-dihydro-2H-1,3-benzoxazin-3-yl)-piperidine obtained in Example 5 is mixed with 150 ml of methanol. While the mixture is stirred at 0° to 10° C., 2 g of sodium borohydride is added thereto over a period of one hour. The mixture is further stirred for 3 hours at the same temperature and then stirred overnight at room temperature. The white crystals deposited are separated by filtration, washed with methanol and water and dri...